Dataset: the Open Reaction Database (ORD), a public repository of structured organic reaction records. Task: describe an organic reaction: reactants, conditions, products, and yield Starting materials: BrC1=CC=C2C(=CC=NC2=C1)O (7-Bromo-4-hydroxyquinoline), C=O (formaldehyde). Solvent: [OH-].[Na+] (sodium hydroxide). Yields the product BrC1=CC=C2C(=C(C=NC2=C1)CO)O (7-bromo-4-hydroxy-3-hydroxymethylquinoline). RXN SMILES: [Br:1][C:2]1[CH:11]=[C:10]2[C:5]([C:6]([OH:12])=[CH:7][CH:8]=[N:9]2)=[CH:4][CH:3]=1.[CH2:13]=[O:14]>[OH-].[Na+]>[Br:1][C:2]1[CH:11]=[C:10]2[C:5]([C:6]([OH:12])=[C:7]([CH2:13][OH:14])[CH:8]=[N:9]2)=[CH:4][CH:3]=1 |f:2.3|. Reported procedure: 7-Bromo-4-hydroxyquinoline was reacted with formaldehyde in aqueous sodium hydroxide to give the novel compound 7-bromo-4-hydroxy-3-hydroxymethylquinoline, m.p. >300°